This data is from the Open Reaction Database (ORD), a public repository of structured organic reaction records. The task is: describe an organic reaction: reactants, conditions, products, and yield Reactants: C1CCOC1, CCOCC, CN(C)CCC1(C=O)c2ccccc2CCc2ccccc21, C[Si](C)(C)C1SCCCS1, CCCCCC, [Li]CCCC. The product is CN(C)CCC1(C=C2SCCCS2)c2ccccc2CCc2ccccc21. Reaction SMILES: [CH2:38]1[O:39][CH2:40][CH2:41][CH2:42]1.[CH2:49]([O:50][CH2:51][CH3:52])[CH3:53].[CH3:16][N:17]([CH2:18][CH2:19][C:20]1([CH:35]=[O:36])[c:21]2[c:22]([cH:31][cH:32][cH:33][cH:34]2)[CH2:23][CH2:24][c:25]2[c:26]1[cH:27][cH:28][cH:29][cH:30]2)[CH3:37].[CH3:1][Si:2]([CH:3]1[S:4][CH2:5][CH2:6][CH2:7][S:8]1)([CH3:9])[CH3:10].[CH3:43][CH2:44][CH2:45][CH2:46][CH2:47][CH3:48].[Li:11][CH2:12][CH2:13][CH2:14][CH3:15]>>[C:3]1(=[CH:35][C:20]2([CH2:19][CH2:18][N:17]([CH3:16])[CH3:37])[c:21]3[c:22]([cH:31][cH:32][cH:33][cH:34]3)[CH2:23][CH2:24][c:25]3[c:26]2[cH:27][cH:28][cH:29][cH:30]3)[S:4][CH2:5][CH2:6][CH2:7][S:8]1. Starting materials: CC(C)(C)OC(=O)N1CCC(Oc2ccc(C(F)(F)F)cc2)C1, C1COCCO1, O=C(O)C(F)(F)F. Yields the product FC(F)(F)c1ccc(OC2CCNC2)cc1. Reaction SMILES: [C:1]([O:2][C:3](=[O:4])[N:8]1[CH2:9][CH:10]([O:13][c:14]2[cH:15][cH:16][c:17]([C:20]([F:21])([F:22])[F:23])[cH:18][cH:19]2)[CH2:11][CH2:12]1)([CH3:5])([CH3:6])[CH3:7].[O:31]1[CH2:32][CH2:33][O:34][CH2:35][CH2:36]1.[OH:24][C:25]([C:26]([F:27])([F:28])[F:29])=[O:30]>>[NH:8]1[CH2:9][CH:10]([O:13][c:14]2[cH:15][cH:16][c:17]([C:20]([F:21])([F:22])[F:23])[cH:18][cH:19]2)[CH2:11][CH2:12]1. The reactants are Cl (hydrochloric acid), ClC=1C=CC2=C(C(=NCC(N2)=S)C2=CC=CC=C2)C1 (7-chloro-1,3-dihydro-5-phenyl-2H-1,4-benzodiazepine-2-thione), NCC(=O)O (glycine), C([O-])([O-])=O.[Na+].[Na+] (sodium carbonate). Solvent: O (water), O (water), C(C)O (ethanol). Product: C(=O)(O)CNC1=NC2=C(C(=NC1)C1=CC=CC=C1)C=C(C=C2)Cl (2-carboxymethylamino-7-chloro-5-phenyl-3H-1,4-benzodiazepine). Isolated yield 77.5%. Reaction SMILES: [Cl:1][C:2]1[CH:3]=[CH:4][C:5]2[NH:11][C:10](=S)[CH2:9][N:8]=[C:7]([C:13]3[CH:18]=[CH:17][CH:16]=[CH:15][CH:14]=3)[C:6]=2[CH:19]=1.[NH2:20][CH2:21][C:22]([OH:24])=[O:23].C(=O)([O-])[O-].[Na+].[Na+].Cl>O.C(O)C>[C:22]([CH2:21][NH:20][C:10]1[CH2:9][N:8]=[C:7]([C:13]2[CH:18]=[CH:17][CH:16]=[CH:15][CH:14]=2)[C:6]2[CH:19]=[C:2]([Cl:1])[CH:3]=[CH:4][C:5]=2[N:11]=1)([OH:24])=[O:23] |f:2.3.4|. Procedure details: A suspension of 3.5 g of 7-chloro-1,3-dihydro-5-phenyl-2H-1,4-benzodiazepine-2-thione, 5.5 g of glycine, 5.5 g of sodium carbonate, 100 ml of ethanol and 30 ml of water was refluxed with stirring for an hour and the mixture was poured into water. The pH of the solution was adjusted to 4 by addition of 2N hydrochloric acid and was extracted with chloroform. The mixture was filtered and the filtrate was dried over magnesium sulfate and evaporated to dryness. The gummy residue was crystallized by t... The reactants are COC(=O)c1ccc(O)c(C#N)c1, CCI, [K+], [K+], O=C([O-])[O-], CN(C)C=O, O. The product is COC(=O)c1ccc(OC(C)C)c(C#N)c1. Reaction SMILES: [C:1](#[N:2])[c:3]1[cH:4][c:5]([C:6](=[O:7])[O:8][CH3:9])[cH:10][cH:11][c:12]1[OH:13].[I:20][CH2:21][CH3:22].[K+:14].[K+:15].[O-:16][C:17]([O-:18])=[O:19].[O:23]=[CH:24][N:25]([CH3:26])[CH3:27].[OH2:28]>>[C:1](#[N:2])[c:3]1[cH:4][c:5]([C:6](=[O:7])[O:8][CH3:9])[cH:10][cH:11][c:12]1[O:13][CH:21]([CH3:17])[CH3:22]. Starting materials: CC(C)(C)OC(=O)CNCc1ccccc1, CC(C)(C)OC(=O)C1(CC=O)CC1, CC(=O)O[BH-](OC(C)=O)OC(C)=O, Cc1ccccc1, CCOC(C)=O, [Na+], [Na+], O=C([O-])O. Yields the product CC(C)(C)OC(=O)CN(CCC1(C(=O)OC(C)(C)C)CC1)Cc1ccccc1. Reaction SMILES: [C:14]([CH3:15])([CH3:16])([CH3:17])[O:18][C:19]([CH2:20][NH:21][CH2:22][c:23]1[cH:24][cH:25][cH:26][cH:27][cH:28]1)=[O:29].[C:1]([CH3:2])([CH3:3])([CH3:4])[O:5][C:6](=[O:7])[C:8]1([CH2:11][CH:12]=[O:13])[CH2:9][CH2:10]1.[C:30]([O:31][BH-:32]([O:33][C:34](=[O:35])[CH3:36])[O:37][C:38](=[O:39])[CH3:40])(=[O:41])[CH3:42].[CH3:49][c:50]1[cH:51][cH:52][cH:53][cH:54][cH:55]1.[CH3:56][CH2:57][O:58][C:59]([CH3:60])=[O:61].[Na+:43].[Na+:48].[O-:44][C:45]([OH:46])=[O:47]>>[C:1]([CH3:2])([CH3:3])([CH3:4])[O:5][C:6](=[O:7])[C:8]1([CH2:11][CH2:12][N:21]([CH2:20][C:19]([O:18][C:14]([CH3:15])([CH3:16])[CH3:17])=[O:29])[CH2:22][c:23]2[cH:24][cH:25][cH:26][cH:27][cH:28]2)[CH2:9][CH2:10]1.